From a dataset of the Open Reaction Database (ORD), a public repository of structured organic reaction records. describe an organic reaction: reactants, conditions, products, and yield Reactants: CO, N, O, COC(=O)c1cc2cccnc2[nH]1. Product: NC(=O)c1cc2cccnc2[nH]1. As a reaction SMILES: [CH3:16][OH:17].[NH3:14].[OH2:15].[nH:1]1[c:2]([C:10]([O:12][CH3:11])=[O:13])[cH:3][c:4]2[c:5]1[n:6][cH:7][cH:8][cH:9]2>>[nH:1]1[c:2]([C:10](=[O:12])[NH2:14])[cH:3][c:4]2[c:5]1[n:6][cH:7][cH:8][cH:9]2. Reported procedure: A solution of 3'-acetyl-5'-ethyl-2'-hydroxy-1-(4-methoxybenzyl)-1H-tetrazole 5-carboxanilide (10.0 g) and methoxybenzene (10.0 g) in trifluoroacetic acid (150 ml) was heated at reflux for 45 minutes, and then the solvent was removed in vacuo. The residue was stirred with diethyl ether (100 ml) for 20 minutes, and the precipitated solid was filtered off and recrystallised from a mixture of dimethylformamide and water to give 3'-acetyl-5'-ethyl-2'-hydroxytetrazole-5-carboxanilide (6.5 g), m.p. 239... Solvent: FC(C(=O)O)(F)F (trifluoroacetic acid). The product is C(C)(=O)C=1C(=C(NC(=O)C2=NN=NN2)C=C(C1)CC)O (3'-acetyl-5'-ethyl-2'-hydroxytetrazole-5-carboxanilide). Reaction SMILES: [C:1]([C:4]1[C:5]([OH:29])=[C:6]([CH:24]=[C:25]([CH2:27][CH3:28])[CH:26]=1)[NH:7][C:8]([C:10]1[N:14](CC2C=CC(OC)=CC=2)[N:13]=[N:12][N:11]=1)=[O:9])(=[O:3])[CH3:2].COC1C=CC=CC=1>FC(F)(F)C(O)=O>[C:1]([C:4]1[C:5]([OH:29])=[C:6]([CH:24]=[C:25]([CH2:27][CH3:28])[CH:26]=1)[NH:7][C:8]([C:10]1[NH:14][N:13]=[N:12][N:11]=1)=[O:9])(=[O:3])[CH3:2]. Reaction conditions: time 20 minute. Yield: 93.4%. Starting materials: C(C)(=O)C=1C(=C(NC(=O)C2=NN=NN2CC2=CC=C(C=C2)OC)C=C(C1)CC)O (3'-acetyl-5'-ethyl-2'-hydroxy-1-(4-methoxybenzyl)-1H-tetrazole 5-carboxanilide), COC1=CC=CC=C1 (methoxybenzene).